From a dataset of the Open Reaction Database (ORD), a public repository of structured organic reaction records. describe an organic reaction: reactants, conditions, products, and yield Reactants: C(C1=CC=CC=C1)OC(=O)N1C2C(C(C1)C(NC1=CC=CC=C1)=O)N(CC2)C(C(C2CCCCC2)NC(C(C)N(C)C(=O)OC(C)(C)C)=O)=O (4-{2-[2-(tert-Butoxycarbonyl-methyl-amino)-propionylamino]-2-cyclohexyl-acetyl}-3-phenylcarbamoyl-hexahydro-pyrrolo[3,2-b]pyrrole-1-carboxylic acid benzyl ester). Reagents/catalysts: [Pd] (palladium-on-carbon). Solvent: CO (MeOH). Conditions: time 2 hour. Yields the product C(C)(C)(C)OC(N(C)C(C)C(NC(C(N1C2C(CC1)NCC2C(NC2=CC=CC=C2)=O)=O)C2CCCCC2)=O)=O ({1-[1-Cyclohexyl-2-oxo-2-(6-phenylcarbamoyl-hexahydro-pyrrolo[3,2-b]pyrrol-1-yl)-ethylcarbamoyl]-ethyl}-methyl-carbamic acid tert-butyl ester). Yield: 99.0%. As a reaction SMILES: C(OC([N:11]1[CH2:15][CH:14]([C:16](=[O:24])[NH:17][C:18]2[CH:23]=[CH:22][CH:21]=[CH:20][CH:19]=2)[CH:13]2[N:25]([C:28](=[O:50])[CH:29]([NH:36][C:37](=[O:49])[CH:38]([N:40]([C:42]([O:44][C:45]([CH3:48])([CH3:47])[CH3:46])=[O:43])[CH3:41])[CH3:39])[CH:30]3[CH2:35][CH2:34][CH2:33][CH2:32][CH2:31]3)[CH2:26][CH2:27][CH:12]12)=O)C1C=CC=CC=1>CO.[Pd]>[C:45]([O:44][C:42](=[O:43])[N:40]([CH:38]([C:37](=[O:49])[NH:36][CH:29]([CH:30]1[CH2:31][CH2:32][CH2:33][CH2:34][CH2:35]1)[C:28](=[O:50])[N:25]1[CH2:26][CH2:27][CH:12]2[NH:11][CH2:15][CH:14]([C:16](=[O:24])[NH:17][C:18]3[CH:23]=[CH:22][CH:21]=[CH:20][CH:19]=3)[CH:13]12)[CH3:39])[CH3:41])([CH3:46])([CH3:47])[CH3:48]. Reported procedure: A mixture of 41 (440 mg, 0.64 mmol) and 10% palladium-on-carbon (88 mg) in MeOH (15 mL) was shaken at 48 psi under a H2 atmosphere. After 2 h, the mixture was filtered through a 0.45 μM filtering disc, washed with MeOH and concentrated to afford 42 (352 mg) as a white foam that was used without further purification. Mass spectrum, m/z [556.6] (M+H)+. The reactants are C(C)C=1C=C(C(=NC1)N1CCN(CC1)C(=O)C1=CC=C(C=C1)I)C ([4-(5-ethyl-3-methylpyridin-2-yl)piperazin-1-yl](4-iodophenyl)methanone), CC1(C=NC(O1)=O)C (5,5-dimethyloxazolin-2-one). The product is C(C)C=1C=C(C(=NC1)N1CCN(CC1)C(=O)C1=CC=C(C=C1)N1C(OC(C1)(C)C)=O)C (3-{4-[4-(5-ethyl-3-methylpyridin-2-yl)piperazine-1-carbonyl]phenyl}-5,5-dimethyloxazolidin-2-one). The yield is 51.2%. As a reaction SMILES: [CH2:1]([C:3]1[CH:4]=[C:5]([CH3:24])[C:6]([N:9]2[CH2:14][CH2:13][N:12]([C:15]([C:17]3[CH:22]=[CH:21][C:20](I)=[CH:19][CH:18]=3)=[O:16])[CH2:11][CH2:10]2)=[N:7][CH:8]=1)[CH3:2].[CH3:25][C:26]1([CH3:32])[O:30][C:29](=[O:31])[N:28]=[CH:27]1>>[CH2:1]([C:3]1[CH:4]=[C:5]([CH3:24])[C:6]([N:9]2[CH2:14][CH2:13][N:12]([C:15]([C:17]3[CH:22]=[CH:21][C:20]([N:28]4[CH2:27][C:26]([CH3:32])([CH3:25])[O:30][C:29]4=[O:31])=[CH:19][CH:18]=3)=[O:16])[CH2:11][CH2:10]2)=[N:7][CH:8]=1)[CH3:2]. Procedure details: By reaction and treatment in the same manner as in Example 110 and using [4-(5-ethyl-3-methylpyridin-2-yl)piperazin-1-yl](4-iodophenyl)methanone (871 mg) described in Preparation Example 177 and 5,5-dimethyloxazolin-2-one (276 mg) described in Preparation Example 43, the title compound (433 mg) was obtained. Reactants: BrCCCCC=C (6-bromo-1-hexene), O (water), [H-].[Na+] (Sodium hydride), CN1C(NC(C=2N(C=NC12)C(C(CC)(C)C)=O)=O)=O (3-methyl-7-(methylpivaloyl)xanthine). Run in CS(=O)C (dimethyl sulfoxide), C(C)(=O)OCC (ethyl acetate). Conditions: time 15 minute. Product: C(CCCC=C)N1C(=O)N(C=2N=CN(C2C1=O)C(C(CC)(C)C)=O)C (1-(5-hexenyl)-3-methyl-7-(methylpivaloyl)xanthine). Isolated yield 69.8%. RXN SMILES: [H-].[Na+].[CH3:3][N:4]1[C:12]2[N:11]=[CH:10][N:9]([C:13](=[O:19])[C:14]([CH3:18])([CH3:17])[CH2:15][CH3:16])[C:8]=2[C:7](=[O:20])[NH:6][C:5]1=[O:21].Br[CH2:23][CH2:24][CH2:25][CH2:26][CH:27]=[CH2:28].O>CS(C)=O.C(OCC)(=O)C>[CH2:28]([N:6]1[C:7](=[O:20])[C:8]2[N:9]([C:13](=[O:19])[C:14]([CH3:17])([CH3:18])[CH2:15][CH3:16])[CH:10]=[N:11][C:12]=2[N:4]([CH3:3])[C:5]1=[O:21])[CH2:27][CH2:26][CH2:25][CH:24]=[CH2:23] |f:0.1|. Reported procedure: Sodium hydride (86 mg, 3.6 mmol) was added to a stirring solution of 3-methyl-7-(methylpivaloyl)xanthine 1404 (1.00 g, 3.6 mmol) in dimethyl sulfoxide (25 mL). After 15 minutes, 6-bromo-1-hexene (589 mg, 3.6 mmol) was added and stirring continued for 72 hours. The reaction mixture was then poured into water (70 mL) and extracted with dichloromethane (2×100 mL) and 20% ethanol/dichloromethane (1×100 mL). The combined organic layers were washed with saturated aqueous sodium chloride solution (50 m... Starting materials: [OH-].[Na+] (sodium hydroxide), [OH-].[Na+] (sodium hydroxide), OO (hydrogen peroxide), BrC=1C=CC(=NC1)O[C@@H](C)C=1N(C(=NN1)C1=C(C=C(C#N)C=C1)C(F)(F)F)C (4-(5-{(1S)-1-[(5-bromopyridin-2-yl)oxy]ethyl}-4-methyl-4H-1,2,4-triazol-3-yl)-3-(trifluoromethyl)benzonitrile), O (Water). The solvent is C(C)O (ethanol). Conditions: time 3 hour. Product: BrC=1C=CC(=NC1)O[C@@H](C)C=1N(C(=NN1)C1=C(C=C(C(=O)N)C=C1)C(F)(F)F)C (4-(5-{(1S)-1-[(5-bromopyridin-2-yl)oxy]ethyl}-4-methyl-4H-1,2,4-triazol-3-yl)-3-(trifluoromethyl)benzamide). Reaction SMILES: [OH-:1].[Na+].OO.[Br:5][C:6]1[CH:7]=[CH:8][C:9]([O:12][C@H:13]([C:15]2[N:16]([CH3:32])[C:17]([C:20]3[CH:27]=[CH:26][C:23]([C:24]#[N:25])=[CH:22][C:21]=3[C:28]([F:31])([F:30])[F:29])=[N:18][N:19]=2)[CH3:14])=[N:10][CH:11]=1.O>C(O)C>[Br:5][C:6]1[CH:7]=[CH:8][C:9]([O:12][C@H:13]([C:15]2[N:16]([CH3:32])[C:17]([C:20]3[CH:27]=[CH:26][C:23]([C:24]([NH2:25])=[O:1])=[CH:22][C:21]=3[C:28]([F:31])([F:29])[F:30])=[N:18][N:19]=2)[CH3:14])=[N:10][CH:11]=1 |f:0.1|. Reported procedure: 1M aqueous sodium hydroxide solution (0.73 ml) and a 30% hydrogen peroxide solution (0.1 ml) were added to a solution of 4-(5-{(1S)-1-[(5-bromopyridin-2-yl)oxy]ethyl}-4-methyl-4H-1,2,4-triazol-3-yl)-3-(trifluoromethyl)benzonitrile (50 mg) in ethanol (3 ml) in an ice bath, followed by stirring at room temperature for 3 hours, and a 1M aqueous sodium hydroxide solution (0.42 ml) was added thereto, followed by stirring overnight. Water was added to the reaction solution, followed by extraction with... The reactants are CS(=O)(=O)C1=CC=C(C(=O)O)C=C1 (p-methylsulfonylbenzoic acid), S(O)(O)(=O)=O (sulfuric acid), CO (methanol). Product: CS(=O)(=O)C1=CC=C(C(=O)OC)C=C1 (methyl p-methylsulfonylbenzoate). Reaction SMILES: [CH3:1][S:2]([C:5]1[CH:13]=[CH:12][C:8]([C:9]([OH:11])=[O:10])=[CH:7][CH:6]=1)(=[O:4])=[O:3].S(=O)(=O)(O)O.[CH3:19]O>>[CH3:1][S:2]([C:5]1[CH:13]=[CH:12][C:8]([C:9]([O:11][CH3:19])=[O:10])=[CH:7][CH:6]=1)(=[O:3])=[O:4]. Procedure: 250 ml of a desiccated methanol solution containing 50 g (0.25 mol) of p-methylsulfonylbenzoic acid and 10 ml of concentrated sulfuric acid was refluxed by heating for 8 hours. The reaction mixture was then cooled with ice and the crystals thus precipitated were collected by filtration and washed with methanol to obtain 48.2 g (0.225 mol) of the above described compound. Yields the product CCOC(=O)c1cnn(-c2cccc(-c3ccccc3OCc3ccc(C4CCC5(CC4)OCCO5)cc3)n2)c1C(F)(F)F. Starting materials: ClCCl, OCc1ccc(C2CCC3(CC2)OCCO3)cc1, CC(C)OC(=O)N=NC(=O)OC(C)C, CCOC(=O)c1cnn(-c2cccc(-c3ccccc3O)n2)c1C(F)(F)F, c1ccc(P(c2ccccc2)c2ccccc2)cc1. RXN SMILES: [Cl:79][CH2:80][Cl:81].[O:28]1[CH2:29][CH2:30][O:31][C:32]12[CH2:33][CH2:34][CH:35]([c:38]1[cH:39][cH:40][c:41]([CH2:44][OH:45])[cH:42][cH:43]1)[CH2:36][CH2:37]2.[O:65]=[C:66]([O:67][CH:68]([CH3:69])[CH3:70])[N:71]=[N:72][C:73]([O:74][CH:75]([CH3:76])[CH3:77])=[O:78].[OH:1][c:2]1[c:3](-[c:8]2[cH:9][cH:10][cH:11][c:12](-[n:14]3[n:15][cH:16][c:17]([C:23](=[O:24])[O:25][CH2:26][CH3:27])[c:18]3[C:19]([F:20])([F:21])[F:22])[n:13]2)[cH:4][cH:5][cH:6][cH:7]1.[c:46]1([P:47]([c:48]2[cH:49][cH:50][cH:51][cH:52][cH:53]2)[c:54]2[cH:55][cH:56][cH:57][cH:58][cH:59]2)[cH:60][cH:61][cH:62][cH:63][cH:64]1>>[O:1]([c:2]1[c:3](-[c:8]2[cH:9][cH:10][cH:11][c:12](-[n:14]3[n:15][cH:16][c:17]([C:23](=[O:24])[O:25][CH2:26][CH3:27])[c:18]3[C:19]([F:20])([F:21])[F:22])[n:13]2)[cH:4][cH:5][cH:6][cH:7]1)[CH2:44][c:41]1[cH:40][cH:39][c:38]([CH:35]2[CH2:34][CH2:33][C:32]3([O:28][CH2:29][CH2:30][O:31]3)[CH2:37][CH2:36]2)[cH:43][cH:42]1. Procedure: cis-3-Iodo-1-[4-(4-methylpiperazino)cyclohexyl]-1H-pyrazolo[3,4-d]pyrimidin-4-amine (154 mg, 0.349 mmol), 4-[(phenethylamino)carbonyl]-3-methoxyphenylboronic acid (115 mg, 0.384 mmol), palladium tetrakistriphenyphosphine (24 mg, 0.021 mmol) and sodium carbonate (89 mg, 0.839 mmol) were mixed with ethylene glycol dimethyl ether (4 mL) and water (2 mL). The reaction mixture was heated at reflux overnight. Organic solvent was removed under reduced pressure and the aqueous layer was extracted with d... Product: C(CC1=CC=CC=C1)NC(C1=C(C=C(C=C1)C1=NN(C2=NC=NC(=C21)N)[C@@H]2CC[C@@H](CC2)N2CCN(CC2)C)OC)=O (cis-N1-phenethyl-4-{4-amino-1-[4-(4-methylpiperazino)cyclohexyl]-1H-pyrazolo[3,4-d]pyrimidin-3-yl}-2-methoxybenzamide). Starting materials: IC1=NN(C2=NC=NC(=C21)N)[C@@H]2CC[C@@H](CC2)N2CCN(CC2)C (cis-3-Iodo-1-[4-(4-methylpiperazino)cyclohexyl]-1H-pyrazolo[3,4-d]pyrimidin-4-amine), C(CC1=CC=CC=C1)NC(=O)C1=C(C=C(C=C1)B(O)O)OC (4-[(phenethylamino)carbonyl]-3-methoxyphenylboronic acid), palladium tetrakistriphenyphosphine, C([O-])([O-])=O.[Na+].[Na+] (sodium carbonate), COCCOC (ethylene glycol dimethyl ether). The yield is 32.2%. Reaction SMILES: I[C:2]1[C:10]2[C:5](=[N:6][CH:7]=[N:8][C:9]=2[NH2:11])[N:4]([C@H:12]2[CH2:17][CH2:16][C@@H:15]([N:18]3[CH2:23][CH2:22][N:21]([CH3:24])[CH2:20][CH2:19]3)[CH2:14][CH2:13]2)[N:3]=1.[CH2:25]([NH:33][C:34]([C:36]1[CH:41]=[CH:40][C:39](B(O)O)=[CH:38][C:37]=1[O:45][CH3:46])=[O:35])[CH2:26][C:27]1[CH:32]=[CH:31][CH:30]=[CH:29][CH:28]=1.C(=O)([O-])[O-].[Na+].[Na+].COCCOC>O>[CH2:25]([NH:33][C:34](=[O:35])[C:36]1[CH:41]=[CH:40][C:39]([C:2]2[C:10]3[C:5](=[N:6][CH:7]=[N:8][C:9]=3[NH2:11])[N:4]([C@H:12]3[CH2:17][CH2:16][C@@H:15]([N:18]4[CH2:23][CH2:22][N:21]([CH3:24])[CH2:20][CH2:19]4)[CH2:14][CH2:13]3)[N:3]=2)=[CH:38][C:37]=1[O:45][CH3:46])[CH2:26][C:27]1[CH:28]=[CH:29][CH:30]=[CH:31][CH:32]=1 |f:2.3.4|. Run in O (water). Starting materials: CN1CCCNCC1, ClC(Cl)Cl, Sc1nc2c(ccc3ccccc32)o1. Product: CN1CCCN(c2nc3c(ccc4ccccc43)o2)CC1. As a reaction SMILES: [CH3:15][N:16]1[CH2:17][CH2:18][NH:19][CH2:20][CH2:21][CH2:22]1.[CH:23]([Cl:24])([Cl:25])[Cl:26].[SH:1][c:2]1[o:3][c:4]2[c:5]([n:6]1)[c:7]1[cH:8][cH:9][cH:10][cH:11][c:12]1[cH:13][cH:14]2>>[c:2]1([N:19]2[CH2:18][CH2:17][N:16]([CH3:15])[CH2:22][CH2:21][CH2:20]2)[o:3][c:4]2[c:5]([n:6]1)[c:7]1[cH:8][cH:9][cH:10][cH:11][c:12]1[cH:13][cH:14]2. Reactants: ClC=1C(=C2C(=NC1)NC(=N2)C2=CC(=C(C=C2)F)[N+](=O)[O-])C (6-chloro-2-(4-fluoro-3-nitrophenyl)-7-methyl-3H-imidazo[4,5-b]pyridine), crude material, N1(CCOCC1)CCN ((2-morpholin-4-ylethyl)amine). Conditions: temperature 180 celsius. Yields the product ClC=1C(=C2C(=NC1)NC(=N2)C=2C=C(C(=CC2)NCCN2CCOCC2)N)C (4-(6-Chloro-7-methyl-3H-imidazo[4,5-b]pyridin-2-yl)-N1-(2-morpholin-4-ylethyl)benzene-1,2-diamine). Reaction SMILES: [Cl:1][C:2]1[C:3]([CH3:21])=[C:4]2[N:10]=[C:9]([C:11]3[CH:16]=[CH:15][C:14](F)=[C:13]([N+:18]([O-])=O)[CH:12]=3)[NH:8][C:5]2=[N:6][CH:7]=1.[N:22]1([CH2:28][CH2:29][NH2:30])[CH2:27][CH2:26][O:25][CH2:24][CH2:23]1>>[Cl:1][C:2]1[C:3]([CH3:21])=[C:4]2[N:10]=[C:9]([C:11]3[CH:12]=[C:13]([NH2:18])[C:14]([NH:30][CH2:29][CH2:28][N:22]4[CH2:27][CH2:26][O:25][CH2:24][CH2:23]4)=[CH:15][CH:16]=3)[NH:8][C:5]2=[N:6][CH:7]=1. Procedure: 5-Chloro-4-methylpyridine-2,3-diamine (Example 249b) (1.47 g, 9 mmol) and 4-fluoro-3-nitrobenzoic acid (1.73 g, 9 mmol) were mixed in phosphorous oxychloride (50 ml) and heated to 110° C. for 64 h. When cool, the excess phosphorous oxychloride was removed in vacuo to afford a brown semi-solid (about 4 g) consisting of 6-chloro-2-(4-fluoro-3-nitrophenyl)-7-methyl-3H-imidazo[4,5-b]pyridine and various inorganic material. To 1.0 g of this crude material, (2-morpholin-4-ylethyl)amine (2 ml) was adde... Reactants: CCO, Cc1ccccc1, Clc1nccc2ccccc12, OB(O)c1ccccc1, c1ccc(P(c2ccccc2)(c2ccccc2)[Pd](P(c2ccccc2)(c2ccccc2)c2ccccc2)(P(c2ccccc2)(c2ccccc2)c2ccccc2)P(c2ccccc2)(c2ccccc2)c2ccccc2)cc1. Product: c1ccc(-c2nccc3ccccc23)cc1. Reaction SMILES: [CH3:105][CH2:106][OH:107].[CH3:21][c:22]1[cH:23][cH:24][cH:25][cH:26][cH:27]1.[Cl:10][c:11]1[n:12][cH:13][cH:14][c:15]2[cH:16][cH:17][cH:18][cH:19][c:20]12.[OH:1][B:2]([OH:3])[c:4]1[cH:5][cH:6][cH:7][cH:8][cH:9]1.[cH:28]1[cH:29][cH:30][c:31]([P:32]([Pd:33]([P:34]([c:35]2[cH:36][cH:37][cH:38][cH:39][cH:40]2)([c:41]2[cH:42][cH:43][cH:44][cH:45][cH:46]2)[c:47]2[cH:48][cH:49][cH:50][cH:51][cH:52]2)([P:53]([c:54]2[cH:55][cH:56][cH:57][cH:58][cH:59]2)([c:60]2[cH:61][cH:62][cH:63][cH:64][cH:65]2)[c:66]2[cH:67][cH:68][cH:69][cH:70][cH:71]2)[P:72]([c:73]2[cH:74][cH:75][cH:76][cH:77][cH:78]2)([c:79]2[cH:80][cH:81][cH:82][cH:83][cH:84]2)[c:85]2[cH:86][cH:87][cH:88][cH:89][cH:90]2)([c:91]2[cH:92][cH:93][cH:94][cH:95][cH:96]2)[c:97]2[cH:98][cH:99][cH:100][cH:101][cH:102]2)[cH:103][cH:104]1>>[c:4]1(-[c:11]2[n:12][cH:13][cH:14][c:15]3[cH:16][cH:17][cH:18][cH:19][c:20]23)[cH:5][cH:6][cH:7][cH:8][cH:9]1.